Task: describe an organic reaction: reactants, conditions, products, and yield. Dataset: the Open Reaction Database (ORD), a public repository of structured organic reaction records Starting materials: C1(CCCCC1)C(N)=N (Cyclohexanecarboximidamide), CCN(C(C)C)C(C)C (DIPEA), ClC(Cl)(Cl)S (perchloromethyl mercaptan). The solvent is C(Cl)Cl (DCM), C(Cl)Cl (DCM). Conditions: temperature 2.5 celsius, time 1 hour. Yields the product ClC1=NC(=NS1)C1CCCCC1 (5-Chloro-3-cyclohexyl-[1,2,4]thiadiazole). RXN SMILES: [CH:1]1([C:7](=[NH:9])[NH2:8])[CH2:6][CH2:5][CH2:4][CH2:3][CH2:2]1.CCN(C(C)C)C(C)C.[Cl:19][C:20]([SH:23])(Cl)Cl>C(Cl)Cl>[Cl:19][C:20]1[S:23][N:8]=[C:7]([CH:1]2[CH2:6][CH2:5][CH2:4][CH2:3][CH2:2]2)[N:9]=1. Procedure: Cyclohexanecarboximidamide (100 mg, 792 μmol) and DIPEA (512 mg, 3.96 mmol) in 10 mL DCM at 0-5° C. were treated with perchloromethyl mercaptan (147 mg, 792 μmol) in 5 mL DCM and stirred for 1 hr at 0-5° C. The mixture was concentrated in vacuo to give a brown solid which was used with out further purification in the subsequent step. Starting materials: FC1=C(C=CC=C1)I (1-Fluoro-2-iodobenzene), N1CCC(C(=O)OCC)CC1 (ethyl isonipecotate), C([O-])([O-])=O.[K+].[K+] (potassium carbonate), N1[C@H](C(=O)O)CCC1 (L-proline). Reagents/catalysts: [Cu](I)I (copper iodide). Run in CS(=O)C (dimethyl sulfoxide), O (water). Run at temperature 90 celsius, time 48 hour. Yields the product C(C)OC(=O)C1CCN(CC1)C1=C(C=CC=C1)F (1-(2-fluorophenyl)piperidine-4-carboxylic acid ethyl ester). Isolated yield 25.9%. RXN SMILES: [F:1][C:2]1[CH:7]=[CH:6][CH:5]=[CH:4][C:3]=1I.[NH:9]1[CH2:19][CH2:18][CH:12]([C:13]([O:15][CH2:16][CH3:17])=[O:14])[CH2:11][CH2:10]1.C(=O)([O-])[O-].[K+].[K+].N1CCC[C@H]1C(O)=O>CS(C)=O.[Cu](I)I.O>[CH2:16]([O:15][C:13]([CH:12]1[CH2:18][CH2:19][N:9]([C:3]2[CH:4]=[CH:5][CH:6]=[CH:7][C:2]=2[F:1])[CH2:10][CH2:11]1)=[O:14])[CH3:17] |f:2.3.4|. Procedure details: 1-Fluoro-2-iodobenzene (0.58 mL, 5.0 mmol) was added to a mixture of ethyl isonipecotate (1.2 mL, 7.5 mmol), potassium carbonate (1.4 g, 10 mmol), L-proline (0.12 g, 1 mmol) and copper iodide (0.095 g, 0.5 mmol) in 4 mL of dimethyl sulfoxide. Reaction stirred at 90° C. for 48 hours. The mixture was poured into a water (40 mL) solution and extracted with ethyl acetate (EtOAc) (4×10 mL). The combined organic layers were washed with brine (40 mL) and dried over anhydrous Na2SO4. The organic layer w... The reactants are BrCBr, O=C([O-])[O-], [K+], [K+], O, Cc1cc(=O)[nH]c2c(O)cc(C(O)(C(F)(F)F)C(F)(F)F)cc12. Yields the product Cc1cc(=O)n2c3c(cc(C(O)(C(F)(F)F)C(F)(F)F)cc13)OC2. As a reaction SMILES: [Br:30][CH2:31][Br:32].[C:24](=[O:25])([O-:26])[O-:27].[K+:28].[K+:29].[OH2:33].[OH:1][c:2]1[cH:3][c:4]([C:14]([C:15]([F:16])([F:17])[F:18])([C:19]([F:20])([F:21])[F:22])[OH:23])[cH:5][c:6]2[c:7]([CH3:13])[cH:8][c:9](=[O:12])[nH:10][c:11]12>>[O:1]1[c:2]2[cH:3][c:4]([C:14]([C:15]([F:16])([F:17])[F:18])([C:19]([F:20])([F:21])[F:22])[OH:23])[cH:5][c:6]3[c:7]([CH3:13])[cH:8][c:9](=[O:12])[n:10]([c:11]23)[CH2:24]1. Starting materials: CCC(=O)N(C(=O)OC(C)(C)C)C1C=CC(n2cnc3c(Cl)nc(Cl)nc32)C1, C1CCOC1, CCC(N)CC. The product is CCC(=O)N(C(=O)OC(C)(C)C)C1C=CC(n2cnc3c(NC(CC)CC)nc(Cl)nc32)C1. Reaction SMILES: [C:1]([CH3:2])([CH3:3])([CH3:4])[O:5][C:6]([N:7]([C:8]([CH2:9][CH3:10])=[O:11])[CH:12]1[CH:13]=[CH:14][CH:15]([n:17]2[c:18]3[n:19][c:20]([Cl:27])[n:21][c:22]([Cl:26])[c:23]3[n:24][cH:25]2)[CH2:16]1)=[O:28].[CH2:35]1[O:36][CH2:37][CH2:38][CH2:39]1.[CH3:29][CH2:30][CH:31]([CH2:32][CH3:33])[NH2:34]>>[C:1]([CH3:2])([CH3:3])([CH3:4])[O:5][C:6]([N:7]([C:8]([CH2:9][CH3:10])=[O:11])[CH:12]1[CH:13]=[CH:14][CH:15]([n:17]2[c:18]3[n:19][c:20]([Cl:27])[n:21][c:22]([NH:34][CH:31]([CH2:30][CH3:29])[CH2:32][CH3:33])[c:23]3[n:24][cH:25]2)[CH2:16]1)=[O:28]. The reactants are CC(=O)Cl, COC(=O)C(Nc1ccc(C#N)cc1)c1ccc(OC)c(N)c1. Yields the product COC(=O)C(Nc1ccc(C#N)cc1)c1ccc(OC)c(NC(C)=O)c1. Reaction SMILES: [CH3:24][C:25]([Cl:26])=[O:27].[NH2:1][c:2]1[cH:3][c:4]([CH:10]([C:11](=[O:12])[O:13][CH3:14])[NH:15][c:16]2[cH:17][cH:18][c:19]([C:22]#[N:23])[cH:20][cH:21]2)[cH:5][cH:6][c:7]1[O:8][CH3:9]>>[NH:1]([c:2]1[cH:3][c:4]([CH:10]([C:11](=[O:12])[O:13][CH3:14])[NH:15][c:16]2[cH:17][cH:18][c:19]([C:22]#[N:23])[cH:20][cH:21]2)[cH:5][cH:6][c:7]1[O:8][CH3:9])[C:25]([CH3:24])=[O:27]. Reactants: CN(C(C(=S)OCC)=CC=C(C(=O)OCC)C1=CC=CC=C1)C (diethyl 2-dimethylamino-5-phenylthio-2,4-hexadienedioate), CC[O-].[Na+] (sodium ethylate), O(C1=CC=CC=C1)C=1C=C(CSCC(=O)OCC)C=CC1 (ethyl (3-phenoxybenzylthio)acetate), F[B-](F)(F)F.CN(C(=CC=[N+](C)C)C(=O)OCC)C (N-(3-dimethylamino-3-ethoxycarbonylpropenylidene)-N-methylmethanaminium tetraflouroborate), ethanolic solution. The solvent is C(C)O (ethanol). Yields the product CN(C(C(=O)OCC)=CC=C(C(=O)OCC)SCC1=CC(=CC=C1)OC1=CC=CC=C1)C (diethyl 2-dimethylamino-5-(3-phenoxybenzylthio)-2,4-hexadienedioate). Isolated yield 77.1%. RXN SMILES: CN(C)C(=CC=C(C1C=CC=CC=1)C(OCC)=O)C(OCC)=S.F[B-](F)(F)F.[CH3:29][N:30]([CH3:42])[C:31]([C:37]([O:39][CH2:40][CH3:41])=[O:38])=[CH:32][CH:33]=[N+](C)C.CC[O-].[Na+].[O:47]([C:54]1[CH:55]=[C:56]([CH:65]=[CH:66][CH:67]=1)[CH2:57][S:58][CH2:59][C:60]([O:62][CH2:63][CH3:64])=[O:61])[C:48]1[CH:53]=[CH:52][CH:51]=[CH:50][CH:49]=1>C(O)C>[CH3:29][N:30]([CH3:42])[C:31](=[CH:32][CH:33]=[C:59]([S:58][CH2:57][C:56]1[CH:65]=[CH:66][CH:67]=[C:54]([O:47][C:48]2[CH:53]=[CH:52][CH:51]=[CH:50][CH:49]=2)[CH:55]=1)[C:60]([O:62][CH2:63][CH3:64])=[O:61])[C:37]([O:39][CH2:40][CH3:41])=[O:38] |f:1.2,3.4|. Reported procedure: The procedure is as in Example 2 for the preparation of diethyl 2-dimethylamino-5-phenylthio-2,4-hexadienedioate, starting with N-(3-dimethylamino-3-ethoxycarbonylpropenylidene)-N-methylmethanaminium tetraflouroborate (5.7 g), a 2M ethanolic solution of sodium ethylate (10 cc) and ethyl (3-phenoxybenzylthio)acetate (6.1 g) in ethanol (50 cc). After purification by chromatography on a silica column with a mixture of cyclohexane and ethyl acetate (50:50 by volume) as eluent, diethyl 2-dimethylamin...